This data is from the Open Reaction Database (ORD), a public repository of structured organic reaction records. The task is: describe an organic reaction: reactants, conditions, products, and yield Starting materials: ClC1=C(C(=O)NC2CCN(CC2)C(=O)OC(C)(C)C)C=C(C(=C1)F)[N+](=O)[O-] (tert-Butyl 4-(2-chloro-4-fluoro-5-nitrobenzamido)piperidine-1-carboxylate), C(CCC)OB(OCCCC)C=C (vinylboronic acid dibutyl ester), C([O-])([O-])=O.[Na+].[Na+] (sodium carbonate). Reagents/catalysts: Cl[Pd]([P](C1=CC=CC=C1)(C2=CC=CC=C2)C3=CC=CC=C3)([P](C4=CC=CC=C4)(C5=CC=CC=C5)C6=CC=CC=C6)Cl (dichlorobis(triphenylphosphine)palladium). The solvent is C1CCOC1 (THF), O (water). Run at temperature 90 celsius. Product: FC1=CC(=C(C(=O)NC2CCN(CC2)C(=O)OC(C)(C)C)C=C1[N+](=O)[O-])C=C (tert-Butyl 4-(4-fluoro-5-nitro-2-vinylbenzamido)piperidine-1-carboxylate). Reaction SMILES: Cl[C:2]1[CH:23]=[C:22]([F:24])[C:21]([N+:25]([O-:27])=[O:26])=[CH:20][C:3]=1[C:4]([NH:6][CH:7]1[CH2:12][CH2:11][N:10]([C:13]([O:15][C:16]([CH3:19])([CH3:18])[CH3:17])=[O:14])[CH2:9][CH2:8]1)=[O:5].[CH2:28](OB(C=C)OCCCC)[CH2:29]CC.C(=O)([O-])[O-].[Na+].[Na+]>C1COCC1.O.Cl[Pd](Cl)([P](C1C=CC=CC=1)(C1C=CC=CC=1)C1C=CC=CC=1)[P](C1C=CC=CC=1)(C1C=CC=CC=1)C1C=CC=CC=1>[F:24][C:22]1[C:21]([N+:25]([O-:27])=[O:26])=[CH:20][C:3]([C:4]([NH:6][CH:7]2[CH2:12][CH2:11][N:10]([C:13]([O:15][C:16]([CH3:19])([CH3:18])[CH3:17])=[O:14])[CH2:9][CH2:8]2)=[O:5])=[C:2]([CH:28]=[CH2:29])[CH:23]=1 |f:2.3.4,^1:55,74|. Procedure: Under nitrogen, the mixture of tert-butyl 4-(2-chloro-4-fluoro-5-nitrobenzamido)piperidine-1-carboxylate (Step 1, 1.52 g, 3.88 mmol), vinylboronic acid dibutyl ester (0.86 mL, 3.88 mmol), dichlorobis(triphenylphosphine)palladium (II) (136 mg, 0.2 mmol) and sodium carbonate (2.9 g, 27.2 mmol) in THF (40 mL) and water (10 mL) was heated at 90° C. overnight. The reaction mixture was cooled to room temperature, partitioned between EtOAc and brine. The organic extracts were dried (Na2SO4), concentrat... Reactants: viscous liquid, ClC(=O)C=1C=C2C(C(=O)OC2=O)=CC1 (4-chloroformylphthalic anhydride), C(C)(C)(C)N=NC(C)(CCCO)C#N (2-t-butylazo-2-cyano-5-hydroxypentane), N1=CC=CC=C1 (pyridine), carbonyl. The solvent is CCOCC (ether), CCOCC (ether). Run at time 15 minute. The product is C(C)(C)(C)N=NC(CCCOC(=O)C=1C=C2C(C(=O)OC2=O)=CC1)(C)C#N (4-(4-t-Butylazo-4-cyanopentoxycarbonyl)phthalic Anhydride). As a reaction SMILES: Cl[C:2]([C:4]1[CH:5]=[C:6]2[C:11](=[O:12])[O:10][C:8](=[O:9])[C:7]2=[CH:13][CH:14]=1)=[O:3].[C:15]([N:19]=[N:20][C:21]([C:27]#[N:28])([CH2:23][CH2:24][CH2:25][OH:26])[CH3:22])([CH3:18])([CH3:17])[CH3:16].N1C=CC=CC=1>CCOCC>[C:15]([N:19]=[N:20][C:21]([C:27]#[N:28])([CH3:22])[CH2:23][CH2:24][CH2:25][O:26][C:2]([C:4]1[CH:5]=[C:6]2[C:11](=[O:12])[O:10][C:8](=[O:9])[C:7]2=[CH:13][CH:14]=1)=[O:3])([CH3:18])([CH3:16])[CH3:17]. Reported procedure: To a solution of 2.1 g. (0.01 m) of 4-chloroformylphthalic anhydride in 25 ml ether in a 50 ml 4-neck round bottom flask equipped with a condenser containing a CaCl2 drying tube, a thermometer, a magnetic stirring bar and a dropping funnel was added a solution of 2.0 g. (0.01 m) 2-t-butylazo-2-cyano-5-hydroxypentane (from XIV) and 0.8 g. (0.01 m) pyridine in 10 ml ether. This solution was added dropwise with stirring over 15 minutes holding the temperature between 15° and 22° C with a water bath... The reactants are CNC, O=C(O)c1cc([N+](=O)[O-])ccc1Cl, Cl, [Na+], [OH-]. The product is CN(C)c1ccc([N+](=O)[O-])cc1C(=O)O. Reaction SMILES: [CH3:14][NH:15][CH3:16].[Cl:1][c:2]1[c:3]([C:4](=[O:5])[OH:6])[cH:7][c:8]([N+:11](=[O:12])[O-:13])[cH:9][cH:10]1.[ClH:17].[Na+:19].[OH-:18]>>[c:2]1([N:15]([CH3:14])[CH3:16])[c:3]([C:4](=[O:5])[OH:6])[cH:7][c:8]([N+:11](=[O:12])[O-:13])[cH:9][cH:10]1. Starting materials: CCN=C=NCCCN(C)C, CCN(C(C)C)C(C)C, ClCCl, Cl, O=C(O)C=Cc1ccccc1C(F)(F)F, COC(=O)c1ccc2c(c1)C1(CCNCC1)C(=O)N2, On1nnc2ccccc21. Yields the product COC(=O)c1ccc2c(c1)C1(CCN(C(=O)C=Cc3ccccc3C(F)(F)F)CC1)C(=O)N2. RXN SMILES: [CH3:46][CH2:47][N:48]=[C:49]=[N:50][CH2:51][CH2:52][CH2:53][N:54]([CH3:55])[CH3:56].[CH:57]([N:58]([CH2:59][CH3:60])[CH:61]([CH3:62])[CH3:63])([CH3:64])[CH3:65].[Cl:66][CH2:67][Cl:68].[ClH:1].[F:21][C:22]([c:23]1[c:24]([CH:29]=[CH:30][C:31](=[O:32])[OH:33])[cH:25][cH:26][cH:27][cH:28]1)([F:34])[F:35].[O:2]=[C:3]1[NH:4][c:5]2[cH:6][cH:7][c:8]([C:17](=[O:18])[O:19][CH3:20])[cH:9][c:10]2[C:11]12[CH2:12][CH2:13][NH:14][CH2:15][CH2:16]2.[OH:36][n:37]1[c:38]2[c:39]([cH:40][cH:41][cH:42][cH:43]2)[n:44][n:45]1>>[O:2]=[C:3]1[NH:4][c:5]2[cH:6][cH:7][c:8]([C:17](=[O:18])[O:19][CH3:20])[cH:9][c:10]2[C:11]12[CH2:12][CH2:13][N:14]([C:31]([CH:30]=[CH:29][c:24]1[c:23]([C:22]([F:21])([F:34])[F:35])[cH:28][cH:27][cH:26][cH:25]1)=[O:32])[CH2:15][CH2:16]2. The reactants are CC1CN(c2ccc3c4c(cccc24)C(O[Si](c2ccccc2)(c2ccccc2)C(C)(C)C)C3)CCN1CCC1OCCc2cc(C(N)=O)ccc21, C1CCOC1, CCCC[N+](CCCC)(CCCC)CCCC, CO, ClCCl, [F-]. As a reaction SMILES: [C:1]([Si:2]([c:3]1[cH:4][cH:5][cH:41][cH:42][cH:43]1)([O:6][CH:7]1[CH2:8][c:9]2[cH:10][cH:11][c:12]([N:19]3[CH2:20][CH:21]([CH3:40])[N:22]([CH2:25][CH2:26][CH:27]4[O:28][CH2:29][CH2:30][c:31]5[c:32]4[cH:33][cH:34][c:35]([C:37](=[O:38])[NH2:39])[cH:36]5)[CH2:23][CH2:24]3)[c:13]3[cH:14][cH:15][cH:16][c:17]1[c:18]23)[c:44]1[cH:45][cH:46][cH:47][cH:48][cH:49]1)([CH3:50])([CH3:51])[CH3:52].[CH2:74]1[O:75][CH2:76][CH2:77][CH2:78]1.[CH3:54][CH2:55][CH2:56][CH2:57][N+:58]([CH2:59][CH2:60][CH2:61][CH3:62])([CH2:63][CH2:64][CH2:65][CH3:66])[CH2:67][CH2:68][CH2:69][CH3:70].[CH3:79][OH:80].[Cl:71][CH2:72][Cl:73].[F-:53]>>[OH:6][CH:7]1[CH2:8][c:9]2[cH:10][cH:11][c:12]([N:19]3[CH2:20][CH:21]([CH3:40])[N:22]([CH2:25][CH2:26][CH:27]4[O:28][CH2:29][CH2:30][c:31]5[c:32]4[cH:33][cH:34][c:35]([C:37](=[O:38])[NH2:39])[cH:36]5)[CH2:23][CH2:24]3)[c:13]3[cH:14][cH:15][cH:16][c:17]1[c:18]23. Yields the product CC1CN(c2ccc3c4c(cccc24)C(O)C3)CCN1CCC1OCCc2cc(C(N)=O)ccc21. The reactants are COCCOCCBr, O=C([O-])[O-], CN(C)C=O, [K+], [K+], O=Cc1cccc(O)c1. Product: COCCOCCOc1cccc(C=O)c1. Reaction SMILES: [Br:10][CH2:11][CH2:12][O:13][CH2:14][CH2:15][O:16][CH3:17].[C:18](=[O:19])([O-:20])[O-:21].[CH3:24][N:25]([CH3:26])[CH:27]=[O:28].[K+:22].[K+:23].[OH:1][c:2]1[cH:3][c:4]([CH:5]=[O:6])[cH:7][cH:8][cH:9]1>>[O:1]([c:2]1[cH:3][c:4]([CH:5]=[O:6])[cH:7][cH:8][cH:9]1)[CH2:11][CH2:12][O:13][CH2:14][CH2:15][O:16][CH3:17].